Dataset: the Open Reaction Database (ORD), a public repository of structured organic reaction records. Task: describe an organic reaction: reactants, conditions, products, and yield Starting materials: ClC1=CC=C(C=C1)N1CCNCC1 (1-(4-chlorophenyl)piperazine), C(C)(=O)O (acetic acid), ClC=1N=C(C2=C(N1)CCS2)NC=2C=C(C(=O)O)C=CC2 (3-(2-chloro-6,7-dihydrothieno[3,2-d]pyrimidin-4-ylamino)benzoic acid). Run in O (water). Conditions: temperature 180 celsius, time 16 hour. The product is ClC1=CC=C(C=C1)N1CCN(CC1)C=1N=C(C2=C(N1)CCS2)O (2-[4-(4-chlorophenyl)piperazin-1-yl]-6,7-dihydrothieno[3,2-d]pyrimidin-4-ol). Yield: 96.1%. RXN SMILES: [Cl:1][C:2]1[CH:7]=[CH:6][C:5]([N:8]2[CH2:13][CH2:12][NH:11][CH2:10][CH2:9]2)=[CH:4][CH:3]=1.[C:14]([OH:17])(=O)[CH3:15].Cl[C:19]1[N:20]=C(NC2C=C(C=CC=2)C(O)=O)C2[S:27][CH2:26][CH2:25][C:23]=2[N:24]=1>O>[Cl:1][C:2]1[CH:3]=[CH:4][C:5]([N:8]2[CH2:13][CH2:12][N:11]([C:19]3[N:20]=[C:14]([OH:17])[C:15]4[S:27][CH2:26][CH2:25][C:23]=4[N:24]=3)[CH2:10][CH2:9]2)=[CH:6][CH:7]=1. Reported procedure: 1.9 g (9.66 mmol) of 1-(4-chlorophenyl)piperazine is placed in 0.55 mL (9.62 mmol) of glacial acetic acid and heated to 180° C. in the heating block. 0.800 g (3.73 mmol) of 2-ethylsulfanyl-6,7-dihydrothieno[3,2-d]pyrimidin-4-ol (I) is added, then the mixture is left to stand for 1.5 hours at 180° C. and 16 hours at ambient temperature. Then the reaction mixture is combined with water and treated in the ultrasound bath. The precipitate is suction filtered, washed, and dried. 1.25 g of product II ... Starting materials: CC1(N(CCC2=CC=CC=C12)C(CCl)=O)C1=CC=CC=C1 (1-methyl-1-phenyl-2-(2-chloroacetyl)-1,2,3,4-tetrahydroisoquinoline), N1CCCCC1 (piperidine), O (water). The solvent is C(Cl)Cl (methylene chloride). Reaction conditions: time 3 hour. The product is Cl.CC1(N(CCC2=CC=CC=C12)C(CN1CCCCC1)=O)C1=CC=CC=C1 (1-methyl-1-phenyl-2-(2-piperidino-acetyl)-1,2,3,4-tetrahydroisoquinoline hydrochloride). RXN SMILES: [CH3:1][C:2]1([C:16]2[CH:21]=[CH:20][CH:19]=[CH:18][CH:17]=2)[C:11]2[C:6](=[CH:7][CH:8]=[CH:9][CH:10]=2)[CH2:5][CH2:4][N:3]1[C:12](=[O:15])[CH2:13][Cl:14].[NH:22]1[CH2:27][CH2:26][CH2:25][CH2:24][CH2:23]1.O>C(Cl)Cl>[ClH:14].[CH3:1][C:2]1([C:16]2[CH:21]=[CH:20][CH:19]=[CH:18][CH:17]=2)[C:11]2[C:6](=[CH:7][CH:8]=[CH:9][CH:10]=2)[CH2:5][CH2:4][N:3]1[C:12](=[O:15])[CH2:13][N:22]1[CH2:27][CH2:26][CH2:25][CH2:24][CH2:23]1 |f:4.5|. Reported procedure: To a solution of 1-methyl-1-phenyl-2-(2-chloroacetyl)-1,2,3,4-tetrahydroisoquinoline (1.0 g) in methylene chloride (10 ml) was added piperidine (0.82 ml) under ice-cooling, and the mixture was stirred for 3 hours at room temperature. The reaction mixture was poured into water and extracted with methylene chloride. The organic layer was washed with saturated aqueous solution of sodium bicarbonate, sodium chloride aqueous solution and dried over magnesium sulfate, evaporated in vacuo. The residue ... Reactants: CC1=NC2=CC(=CC=C2C(=C1)N1CCCC1)C#N (2-methyl-4-pyrrolidin-1-yl-quinoline-7-carbonitrile), OO (hydrogen peroxide), [OH-].[Na+] (sodium hydroxide). Reagents/catalysts: S(=O)(=O)(O)[O-].C(CCC)[N+](CCCC)(CCCC)CCCC (tetrabutylammonium hydrogen sulfate). Solvent: ClCCl (dichloromethane). Reaction conditions: time 2 hour. Product: CC1=NC2=CC(=CC=C2C(=C1)N1CCCC1)C(=O)N (2-Methyl-4-pyrrolidin-1-yl-quinoline-7-carboxylic acid amide). The yield is 60.0%. RXN SMILES: [CH3:1][C:2]1[CH:11]=[C:10]([N:12]2[CH2:16][CH2:15][CH2:14][CH2:13]2)[C:9]2[C:4](=[CH:5][C:6]([C:17]#[N:18])=[CH:7][CH:8]=2)[N:3]=1.[OH:19]O.[OH-].[Na+]>ClCCl.S([O-])(O)(=O)=O.C([N+](CCCC)(CCCC)CCCC)CCC>[CH3:1][C:2]1[CH:11]=[C:10]([N:12]2[CH2:16][CH2:15][CH2:14][CH2:13]2)[C:9]2[C:4](=[CH:5][C:6]([C:17]([NH2:18])=[O:19])=[CH:7][CH:8]=2)[N:3]=1 |f:2.3,5.6|. Procedure details: A solution of 2-methyl-4-pyrrolidin-1-yl-quinoline-7-carbonitrile (100 mg, 0.42 mol) in dichloromethane (1 mL) was treated at 0° C. with 30% aq. hydrogen peroxide solution (0.5 mL), tetrabutylammonium hydrogen sulfate (29 mg, 84 μmol), and 20% aq. sodium hydroxide solution (0.5 mL). After removal of the ice bath, the two-phase mixture was stirred at r.t. for 2 h, then the organic layer was separated, washed with brine, dried (MgSO4), and evaporated. Chromatography (SiO2, dichloromethane/methanol... Starting materials: C=O, ClCCl, CO, O, O=c1[nH]c(=O)n(-c2ccccc2)o1. The product is O=c1on(-c2ccccc2)c(=O)n1CO. Reaction SMILES: [CH2:14]=[O:15].[CH2:19]([Cl:20])[Cl:21].[CH3:17][OH:18].[OH2:16].[c:1]1(-[n:7]2[o:8][c:9](=[O:13])[nH:10][c:11]2=[O:12])[cH:2][cH:3][cH:4][cH:5][cH:6]1>>[c:1]1(-[n:7]2[o:8][c:9](=[O:13])[n:10]([CH2:14][OH:15])[c:11]2=[O:12])[cH:2][cH:3][cH:4][cH:5][cH:6]1.